Dataset: the Open Reaction Database (ORD), a public repository of structured organic reaction records. Task: describe an organic reaction: reactants, conditions, products, and yield As a reaction SMILES: [Br:13][N:14]1[C:15](=[O:16])[CH2:17][CH2:18][C:19]1=[O:20].[CH2:1]([CH3:2])[O:3][c:4]1[c:5]([C:6](=[O:7])[OH:8])[cH:9][cH:10][cH:11][cH:12]1.[CH3:21][C:22]#[N:23]>>[CH2:1]([CH3:2])[O:3][c:4]1[c:5]([C:6](=[O:7])[OH:8])[cH:9][c:10]([Br:13])[cH:11][cH:12]1. Yields the product CCOc1ccc(Br)cc1C(=O)O. Starting materials: O=C1CCC(=O)N1Br, CCOc1ccccc1C(=O)O, CC#N. As a reaction SMILES: [C:1]([CH2:2][CH2:3][CH2:4][CH2:5][CH2:6][CH2:7][CH2:8][CH:9]=[CH:10][CH2:11][CH:12]=[CH:13][CH2:14][CH2:15][CH2:16][CH2:17][CH3:18])(=[O:19])[NH:20][CH:21]1[CH:22]([OH:27])[CH2:23][CH2:24][CH2:25][CH2:26]1.[CH3:28][C:29]1([CH3:45])[O:30][CH2:31][C:32]([CH3:43])([CH3:44])[CH:33]([C:35](=[O:36])[NH:37][CH2:38][CH2:39][C:40](=[O:41])[OH:42])[O:34]1>>[C:1]([CH2:2][CH2:3][CH2:4][CH2:5][CH2:6][CH2:7][CH2:8][CH:9]=[CH:10][CH2:11][CH:12]=[CH:13][CH2:14][CH2:15][CH2:16][CH2:17][CH3:18])(=[O:19])[NH:20][CH:21]1[CH:22]([O:27][C:40]([CH2:39][CH2:38][NH:37][C:35]([CH:33]2[C:32]([CH3:43])([CH3:44])[CH2:31][O:30][C:29]([CH3:28])([CH3:45])[O:34]2)=[O:36])=[O:41])[CH2:23][CH2:24][CH2:25][CH2:26]1. Yields the product CCCCCC=CCC=CCCCCCCCC(=O)NC1CCCCC1OC(=O)CCNC(=O)C1OC(C)(C)OCC1(C)C. Starting materials: CCCCCC=CCC=CCCCCCCCC(=O)NC1CCCCC1O, CC1(C)OCC(C)(C)C(C(=O)NCCC(=O)O)O1. The reactants are COC=1C=C2C(OC3(CCNCC3)C2=CC1OC)=O (1,3-dihydro-5,6-dimethoxyspiro-[isobenzofuran-1,4'-piperidine]-3-one), C1COC(C(CC)F)(C2=CC=CC=C2)O1.ClC(C(=O)C1=CC=C(C=C1)F)CC (αchloro-p-fluorobutyrophenone fluorobutyrophenone ethylene ketal). Yields the product COC=1C=C2C(OC3(CCN(CC3)CCCC(C3=CC=C(C=C3)F)=O)C2=CC1OC)=O (1,3-dihydro-5,6-dimethoxy-1'-[3-(4-fluorobenzoyl)propyl]spiro[isobenzofuran-1,4'-piperidine] -3-one). RXN SMILES: [CH3:1][O:2][C:3]1[CH:4]=[C:5]2[C:14](=[CH:15][C:16]=1[O:17][CH3:18])[C:8]1([CH2:13][CH2:12][NH:11][CH2:10][CH2:9]1)[O:7][C:6]2=[O:19].C1OC(C2C=CC=CC=2)(C(F)CC)OC1.Cl[CH:36]([CH2:46][CH3:47])[C:37]([C:39]1[CH:44]=[CH:43][C:42]([F:45])=[CH:41][CH:40]=1)=[O:38]>>[CH3:1][O:2][C:3]1[CH:4]=[C:5]2[C:14](=[CH:15][C:16]=1[O:17][CH3:18])[C:8]1([CH2:13][CH2:12][N:11]([CH2:47][CH2:46][CH2:36][C:37](=[O:38])[C:39]3[CH:40]=[CH:41][C:42]([F:45])=[CH:43][CH:44]=3)[CH2:10][CH2:9]1)[O:7][C:6]2=[O:19] |f:1.2|. Procedure: Reaction of 1,3-dihydro-5,6-dimethoxyspiro-[isobenzofuran-1,4'-piperidine]-3-one and αchloro-p-fluorobutyrophenone fluorobutyrophenone ethylene ketal by the method described in Example 6 provides 1,3-dihydro-5,6-dimethoxy-1'-[3-(4-fluorobenzoyl)propyl]spiro[isobenzofuran-1,4'-piperidine] -3-one. The reactants are N1(CCCC1)C1CN(C1)CCNC(OC(C)(C)C)=O (tert-Butyl {2-[3-(pyrrolidin-1-yl)azetidin-1-yl]ethyl}carbamate), Cl (hydrochloric acid). Solvent: C(C)OCC (diethyl ether), O1CCOCC1 (dioxane). Yields the product Cl.Cl.N1(CCCC1)C1CN(C1)CCN (2-[3-(Pyrrolidin-1-yl)azetidin-1-yl]ethanamine dihydrochloride). RXN SMILES: [N:1]1([CH:6]2[CH2:9][N:8]([CH2:10][CH2:11][NH:12]C(=O)OC(C)(C)C)[CH2:7]2)[CH2:5][CH2:4][CH2:3][CH2:2]1.[ClH:20]>C(OCC)C.O1CCOCC1>[ClH:20].[ClH:20].[N:1]1([CH:6]2[CH2:9][N:8]([CH2:10][CH2:11][NH2:12])[CH2:7]2)[CH2:2][CH2:3][CH2:4][CH2:5]1 |f:4.5.6|. Procedure: 460 mg of tert-butyl {2-[3-(pyrrolidin-1-yl)azetidin-1-yl]ethyl}carbamate (Example 220A, 1.7 mmol, 1 equivalent) were initially charged in 8.54 ml of 2 N hydrochloric acid in diethyl ether and 1 ml of dioxane, and the mixture was stirred at RT overnight. The precipitated solid was filtered off, washed with diethyl ether and dried under reduced pressure. This gave 390 mg (94% of theory) of the title compound. Reactants: C(CCC)OC(C=O)=O (glyoxalic acid butyl ester), C(CC)=O (propionaldehyde), C(CCC)NCCCC (di-n-butylamine). Solvent: CCOCC (ether). Reaction conditions: time 2 hour. Product: C(CCC)OC(\C=C(\C)/C=O)=O (3-formyl-crotonic acid butyl ester). RXN SMILES: [CH2:1]([O:5][C:6](=[O:9])[CH:7]=O)[CH2:2][CH2:3][CH3:4].[CH:10](=[O:13])[CH2:11][CH3:12].C(NCCCC)CCC>CCOCC>[CH2:1]([O:5][C:6](=[O:9])/[CH:7]=[C:11](\[CH:10]=[O:13])/[CH3:12])[CH2:2][CH2:3][CH3:4]. Procedure: 836 G. of the obtained glyoxalic acid butyl ester are introduced into 376 g. of propionaldehyde. The mixture is treated dropwise at 60° C. with 40.8 g. of di-n-butylamine. In so doing, the reaction temperature should not rise higher than 105° C. The reaction mixture is then stirred for 2 hours at 116°-111° C., cooled and taken up in ether. The diethyl ether extract is washed successively with 500 ml. of 1 N sulphuric acid, 700 ml. of water, 1000 ml. of 5% of weight aqueous sodium bicarbonate sol... Reactants: C(#N)CC=1C=C(C=CC1)NC(=O)C=1OC(=CC1)Br (5-Bromo-furan-2-carboxylic acid (3-cyanomethyl-phenyl)-amide), FC=1C=C(C=CC1)B(O)O (3-fluoro-phenylboronic acid). Yields the product C(#N)CC=1C=C(C=CC1)NC(=O)C=1OC(=CC1)C1=CC(=CC=C1)F (5-(3-Fluoro-phenyl)-furan-2-carboxylic acid (3-cyanomethyl-phenyl)-amide). As a reaction SMILES: [C:1]([CH2:3][C:4]1[CH:5]=[C:6]([NH:10][C:11]([C:13]2[O:14][C:15](Br)=[CH:16][CH:17]=2)=[O:12])[CH:7]=[CH:8][CH:9]=1)#[N:2].[F:19][C:20]1[CH:21]=[C:22](B(O)O)[CH:23]=[CH:24][CH:25]=1>>[C:1]([CH2:3][C:4]1[CH:5]=[C:6]([NH:10][C:11]([C:13]2[O:14][C:15]([C:24]3[CH:23]=[CH:22][CH:21]=[C:20]([F:19])[CH:25]=3)=[CH:16][CH:17]=2)=[O:12])[CH:7]=[CH:8][CH:9]=1)#[N:2]. Reported procedure: The furyl bromide (83) (135 mg, 0.44 mmol) was coupled to 3-fluoro-phenylboronic acid (68 mg, 0.49 mmol) using Method E. The crude residue was purified by column chromatography eluting with 20% EtOAc in heptane to give the title compound. Starting materials: C1CCOC1, [Cl-], Cn1cncc1C(c1ccc(Cl)cc1)c1ccc2c(c1)C(c1cccc(Cl)c1)SCC(=S)N2, NN, [Na+], O. Yields the product Cn1cncc1C(c1ccc(Cl)cc1)c1ccc2c(c1)C(c1cccc(Cl)c1)SCC(NN)=N2. RXN SMILES: [CH2:39]1[O:40][CH2:41][CH2:42][CH2:43]1.[Cl-:37].[Cl:3][c:4]1[cH:5][c:6]([CH:10]2[S:11][CH2:12][C:13](=[S:35])[NH:14][c:15]3[c:16]2[cH:17][c:18]([CH:21]([c:22]2[cH:23][n:24][cH:25][n:26]2[CH3:27])[c:28]2[cH:29][cH:30][c:31]([Cl:34])[cH:32][cH:33]2)[cH:19][cH:20]3)[cH:7][cH:8][cH:9]1.[NH2:1][NH2:2].[Na+:38].[OH2:36]>>[NH:1]([NH2:2])[C:13]1=[N:14][c:15]2[c:16]([cH:17][c:18]([CH:21]([c:22]3[cH:23][n:24][cH:25][n:26]3[CH3:27])[c:28]3[cH:29][cH:30][c:31]([Cl:34])[cH:32][cH:33]3)[cH:19][cH:20]2)[CH:10]([c:6]2[cH:5][c:4]([Cl:3])[cH:9][cH:8][cH:7]2)[S:11][CH2:12]1. The reactants are CCOC(=O)C(NC(=O)OCc1ccccc1)C(=O)OCC, CN1CCCC1=O, CCC(CC)CI, [Li+], [OH-], O. The product is CCOC(=O)C(CC(CC)CC)(NC(=O)OCc1ccccc1)C(=O)OCC. As a reaction SMILES: [CH2:1]([CH3:2])[O:3][C:4]([CH:5]([C:6](=[O:7])[O:8][CH2:9][CH3:10])[NH:11][C:12](=[O:13])[O:14][CH2:15][c:16]1[cH:17][cH:18][cH:19][cH:20][cH:21]1)=[O:22].[CH3:32][N:33]1[CH2:34][CH2:35][CH2:36][C:37]1=[O:38].[I:23][CH2:24][CH:25]([CH2:26][CH3:27])[CH2:28][CH3:29].[Li+:30].[OH-:31].[OH2:39]>>[CH2:1]([CH3:2])[O:3][C:4]([C:5]([C:6](=[O:7])[O:8][CH2:9][CH3:10])([NH:11][C:12](=[O:13])[O:14][CH2:15][c:16]1[cH:17][cH:18][cH:19][cH:20][cH:21]1)[CH2:24][CH:25]([CH2:26][CH3:27])[CH2:28][CH3:29])=[O:22]. The reactants are Cl (hydrochloric acid), C(C1=CC=CC=C1)N1C[C@H](N(CC1)C([C@@H]1N(C[C@H](C1)NC(CNC(=O)OC(C)(C)C)=O)C(=O)OC(C)(C)C)=O)CCC1=CC=CC=C1 ((2R)-4-Benzyl-1-[trans-4-(N-tert-butoxycarbonylglycylamino)-N-tert-butoxycarbonyl-D-Prolyl]-2-Phenethylpiperazine). Solvent: O1CCOCC1 (1,4-dioxane), O1CCOCC1 (1,4-dioxane). Reaction conditions: time 20 minute. The product is Cl.Cl.Cl.C(C1=CC=CC=C1)N1C[C@H](N(CC1)C([C@@H]1NC[C@H](C1)NC(CN)=O)=O)CCC1=CC=CC=C1 ((2R)-4-Benzyl-1-(trans-4-Glycylamino-D-Prolyl)-2-Phenethylpiperazine Trihydrochloride). As a reaction SMILES: [ClH:1].[CH2:2]([N:9]1[CH2:14][CH2:13][N:12]([C:15](=[O:40])[C@H:16]2[CH2:20][C@H:19]([NH:21][C:22](=[O:32])[CH2:23][NH:24]C(OC(C)(C)C)=O)[CH2:18][N:17]2C(OC(C)(C)C)=O)[C@H:11]([CH2:41][CH2:42][C:43]2[CH:48]=[CH:47][CH:46]=[CH:45][CH:44]=2)[CH2:10]1)[C:3]1[CH:8]=[CH:7][CH:6]=[CH:5][CH:4]=1>O1CCOCC1>[ClH:1].[ClH:1].[ClH:1].[CH2:2]([N:9]1[CH2:14][CH2:13][N:12]([C:15](=[O:40])[C@H:16]2[CH2:20][C@H:19]([NH:21][C:22](=[O:32])[CH2:23][NH2:24])[CH2:18][NH:17]2)[C@H:11]([CH2:41][CH2:42][C:43]2[CH:48]=[CH:47][CH:46]=[CH:45][CH:44]=2)[CH2:10]1)[C:3]1[CH:4]=[CH:5][CH:6]=[CH:7][CH:8]=1 |f:3.4.5.6|. Procedure details: A solution of 4 N hydrochloric acid in 1,4-dioxane (5 mL) was added to a solution of (2R)-4-Benzyl-1-[trans-4-(N-tert-butoxycarbonylglycylamino)-N-tert-butoxycarbonyl-D-Prolyl]-2-Phenethylpiperazine (D, 161 mg) in 1,4-dioxane (5 mL) at room temperature. After stirring at room temperature for 20 min, the reaction mixture was concentrated in vacua. The residue was washed with ether to give the titled compound (103 mg) as a beige powder: 1H NMR (400 MHz, D2O) δ 2.00 (m, 2H), 2.19 (m, 1H), 2.41 (qui... The reactants are COC(=O)c1ccc2c(c1)CC(C)(C)C(c1ccccc1NC(=O)C1CCC1)N2, [Na+], C1CCOC1, [OH-]. The product is CC1(C)Cc2cc(C(=O)O)ccc2NC1c1ccccc1NC(=O)C1CCC1. Reaction SMILES: [CH:1]1([C:5](=[O:6])[NH:7][c:8]2[c:9]([CH:14]3[NH:15][c:16]4[cH:17][cH:18][c:19]([C:26](=[O:27])[O:28][CH3:29])[cH:20][c:21]4[CH2:22][C:23]3([CH3:24])[CH3:25])[cH:10][cH:11][cH:12][cH:13]2)[CH2:2][CH2:3][CH2:4]1.[Na+:31].[O:32]1[CH2:33][CH2:34][CH2:35][CH2:36]1.[OH-:30]>>[CH:1]1([C:5](=[O:6])[NH:7][c:8]2[c:9]([CH:14]3[NH:15][c:16]4[cH:17][cH:18][c:19]([C:26](=[O:27])[OH:28])[cH:20][c:21]4[CH2:22][C:23]3([CH3:24])[CH3:25])[cH:10][cH:11][cH:12][cH:13]2)[CH2:2][CH2:3][CH2:4]1.